From a dataset of the Open Reaction Database (ORD), a public repository of structured organic reaction records. describe an organic reaction: reactants, conditions, products, and yield The reactants are C=CCN, Cc1csc2c(NCc3ccccc3)nc(Cl)nc12, O. The product is C=CCNc1nc(NCc2ccccc2)c2scc(C)c2n1. Reaction SMILES: [CH2:1]([CH:2]=[CH2:3])[NH2:4].[CH2:5]([c:6]1[cH:7][cH:8][cH:9][cH:10][cH:11]1)[NH:12][c:13]1[c:14]2[c:15]([n:16][c:17]([Cl:19])[n:18]1)[c:20]([CH3:23])[cH:21][s:22]2.[OH2:24]>>[CH2:1]([CH:2]=[CH2:3])[NH:4][c:17]1[n:16][c:15]2[c:14]([c:13]([NH:12][CH2:5][c:6]3[cH:7][cH:8][cH:9][cH:10][cH:11]3)[n:18]1)[s:22][cH:21][c:20]2[CH3:23]. The reactants are Cc1c(N)c(C#N)cc(C(=O)O)c1O, [Na+], [OH-], c1ccc2ncccc2c1. The product is Cc1c(O)ccc(C#N)c1N. Reaction SMILES: [NH2:1][c:2]1[c:3]([CH3:14])[c:4]([OH:13])[c:5]([C:6]([OH:7])=[O:8])[cH:9][c:10]1[C:11]#[N:12].[Na+:16].[OH-:15].[cH:17]1[cH:18][c:19]2[c:20]([n:21][cH:22][cH:23][cH:24]2)[cH:25][cH:26]1>>[NH2:1][c:2]1[c:3]([CH3:14])[c:4]([OH:13])[cH:5][cH:9][c:10]1[C:11]#[N:12]. Starting materials: CC1=C(C=CC(=C1)N1CC(CC1)N1C(CCC1)C)N (2-methyl-4-(2-methyl-[1,3′]bipyrrolidinyl-1′-yl)-phenylamine), CC=1C=C2C(C=C(OC2=CC1)C(=O)O)=O (6-methyl-4-oxo-4H-chromene-2-carboxylic acid). Yields the product CC1=C(C=CC(=C1)N1CC(CC1)N1C(CCC1)C)NC(=O)C=1OC2=CC=C(C=C2C(C1)=O)C (6-Methyl-4-oxo-4H-chromene-2-carboxylic acid [2-methyl-4-(2-methyl-[1,3′]bipyrrolidinyl-1′-yl)-phenyl]-amide). As a reaction SMILES: [CH3:1][C:2]1[CH:7]=[C:6]([N:8]2[CH2:12][CH2:11][CH:10]([N:13]3[CH2:17][CH2:16][CH2:15][CH:14]3[CH3:18])[CH2:9]2)[CH:5]=[CH:4][C:3]=1[NH2:19].[CH3:20][C:21]1[CH:22]=[C:23]2[C:28](=[CH:29][CH:30]=1)[O:27][C:26]([C:31](O)=[O:32])=[CH:25][C:24]2=[O:34]>>[CH3:1][C:2]1[CH:7]=[C:6]([N:8]2[CH2:12][CH2:11][CH:10]([N:13]3[CH2:17][CH2:16][CH2:15][CH:14]3[CH3:18])[CH2:9]2)[CH:5]=[CH:4][C:3]=1[NH:19][C:31]([C:26]1[O:27][C:28]2[C:23]([C:24](=[O:34])[CH:25]=1)=[CH:22][C:21]([CH3:20])=[CH:30][CH:29]=2)=[O:32]. Procedure details: The title compound was prepared in a manner substantially the same as example 1 by coupling 2-methyl-4-(2-methyl-[1,3′]bipyrrolidinyl-1′-yl)-phenylamine with 6-methyl-4-oxo-4H-chromene-2-carboxylic acid. MS: 446.4 (M+H). The reactants are C(OC)(OC)OC (Trimethyl orthoformate), ClC=1C=C(C(=O)OC(C)(C)C)C=C(N1)NN (tert-butyl 2-chloro-6-hydrazinoisonicotinate). Conditions: temperature 85 celsius, time 5 hour. The product is ClC1=CC(=CC=2N1C=NN2)C(=O)OC(C)(C)C (tert-butyl 5-chloro[1,2,4]triazolo[4,3-a]pyridine-7-carboxylate). Yield: 43.7%. RXN SMILES: [CH:1](OC)(OC)OC.[Cl:8][C:9]1[CH:10]=[C:11]([CH:19]=[C:20]([NH:22][NH2:23])[N:21]=1)[C:12]([O:14][C:15]([CH3:18])([CH3:17])[CH3:16])=[O:13]>>[Cl:8][C:9]1[N:21]2[CH:1]=[N:23][N:22]=[C:20]2[CH:19]=[C:11]([C:12]([O:14][C:15]([CH3:18])([CH3:16])[CH3:17])=[O:13])[CH:10]=1. Procedure: Trimethyl orthoformate (100 mL, 903 mmol) was added neat to tert-butyl 2-chloro-6-hydrazinoisonicotinate (10.0 g, 41.0 mmol). The mixture was heated to 85° C. After 5 h, the mixture was cooled to ambient temperature and concentrated. Purification by silica gel chromatography (100% hexanes→50% hexanes/ethyl acetate) gave the title compound (4.55 g): LC-MS [M+1]=254.1. Reactants: IC1=NN(C2=NC=CC(=C21)N2CCN(CC2)C(=O)OC(C)(C)C)CC2=CC=C(C=C2)OC (tert-Butyl 4-(3-iodo-1-(4-methoxybenzyl)-1H-pyrazolo[3,4-b]pyridin-4-yl)piperazine-1-carboxylate), Cu(I)I, N1=CC=CC2=CC=C3C=CC=NC3=C12 (1,10-phenanthroline), CC1(OCC(O1)CO)C ((2,2-dimethyl-1,3-dioxolan-4-yl)methanol), [F-].[K+] (KF). Run in C1(=CC=CC=C1)C (toluene), C(C)(=O)OCC (Ethyl acetate). Conditions: temperature 120 celsius, time 75 hour. The product is CC1(OCC(O1)COC1=NN(C2=NC=CC(=C21)N2CCN(CC2)C(=O)OC(C)(C)C)CC2=CC=C(C=C2)OC)C (tert-butyl 4-(3-((2,2-dimethyl-1,3-dioxolan-4-yl)methoxy)-1-(4-methoxybenzyl)-1H-pyrazolo[3,4-b]pyridin-4-yl)piperazine-1-carboxylate). The yield is 56.3%. As a reaction SMILES: I[C:2]1[C:10]2[C:5](=[N:6][CH:7]=[CH:8][C:9]=2[N:11]2[CH2:16][CH2:15][N:14]([C:17]([O:19][C:20]([CH3:23])([CH3:22])[CH3:21])=[O:18])[CH2:13][CH2:12]2)[N:4]([CH2:24][C:25]2[CH:30]=[CH:29][C:28]([O:31][CH3:32])=[CH:27][CH:26]=2)[N:3]=1.N1C2C(=CC=C3C=2N=CC=C3)C=CC=1.[CH3:47][C:48]1([CH3:55])[O:52][CH:51]([CH2:53][OH:54])[CH2:50][O:49]1.[F-].[K+]>C1(C)C=CC=CC=1.C(OCC)(=O)C>[CH3:47][C:48]1([CH3:55])[O:52][CH:51]([CH2:53][O:54][C:2]2[C:10]3[C:5](=[N:6][CH:7]=[CH:8][C:9]=3[N:11]3[CH2:16][CH2:15][N:14]([C:17]([O:19][C:20]([CH3:23])([CH3:22])[CH3:21])=[O:18])[CH2:13][CH2:12]3)[N:4]([CH2:24][C:25]3[CH:30]=[CH:29][C:28]([O:31][CH3:32])=[CH:27][CH:26]=3)[N:3]=2)[CH2:50][O:49]1 |f:3.4|. Reported procedure: A mixture of tert-Butyl 4-(3-iodo-1-(4-methoxybenzyl)-1H-pyrazolo[3,4-b]pyridin-4-yl)piperazine-1-carboxylate (0.12 g, 0.218 mmol, see Example 5), Cu(I)I (0.0416 g, 0.218 mmol), 1,10-phenanthroline (0.0393 g, 0.218 mmol), (2,2-dimethyl-1,3-dioxolan-4-yl)methanol (0.812 mL, 6.55 mmol) and KF on Al2O3 (40%; 0.222 g, 1.53 mmol) in toluene (4 mL) was stirred at 120° C. for 75 hours. Ethyl acetate (10 mL) was then added, and the reaction was filtered through a pad of celite. The filtrate was then con... Reactants: CCCCOC(=O)c1ncc2cc(Oc3ccccc3)ccc2c1O, CO, O=C(O)C(F)(F)F, O=[N+]([O-])O. Product: CCCCOC(=O)c1ncc2cc(Oc3ccc([N+](=O)[O-])cc3)ccc2c1O. RXN SMILES: [CH2:1]([CH2:2][CH2:3][CH3:4])[O:5][C:6](=[O:7])[c:8]1[n:9][cH:10][c:11]2[cH:12][c:13]([O:19][c:20]3[cH:21][cH:22][cH:23][cH:24][cH:25]3)[cH:14][cH:15][c:16]2[c:17]1[OH:18].[CH3:30][OH:31].[F:32][C:33]([F:34])([F:35])[C:36]([OH:37])=[O:38].[OH:26][N+:27]([O-:28])=[O:29]>>[CH2:1]([CH2:2][CH2:3][CH3:4])[O:5][C:6](=[O:7])[c:8]1[n:9][cH:10][c:11]2[cH:12][c:13]([O:19][c:20]3[cH:21][cH:22][c:23]([N+:27](=[O:26])[O-:28])[cH:24][cH:25]3)[cH:14][cH:15][c:16]2[c:17]1[OH:18]. The reactants are BrC1=CC=C(C=C1)C(C1=CC=C(C=C1)O)=C1CC(OC(C1)(C)C)(C)C (4-[(4-Bromophenyl)(2,2,6,6-tetramethyltetrahydro-4H-pyran-4-ylidene)methyl]phenol), CC(C(=O)OC(C)(C)C)=C (1,1-dimethylethyl 2-methyl-2-propenoate). Reagents/catalysts: Cl[Pd]([P](C1=CC=CC=C1)(C2=CC=CC=C2)C3=CC=CC=C3)([P](C4=CC=CC=C4)(C5=CC=CC=C5)C6=CC=CC=C6)Cl (PdCl2(PPh3)2). The product is OC1=CC=C(C=C1)C(C1=CC=C(C=C1)/C=C(/C(=O)OC(C)(C)C)\C)=C1CC(OC(C1)(C)C)(C)C (1,1-Dimethylethyl (2E)-3-{4-[(4-hydroxyphenyl)(2,2,6,6-tetramethyltetrahydro-4H-pyran-4-ylidene)methyl]phenyl}-2-methyl-2-propenoate). RXN SMILES: Br[C:2]1[CH:7]=[CH:6][C:5]([C:8](=[C:16]2[CH2:21][C:20]([CH3:23])([CH3:22])[O:19][C:18]([CH3:25])([CH3:24])[CH2:17]2)[C:9]2[CH:14]=[CH:13][C:12]([OH:15])=[CH:11][CH:10]=2)=[CH:4][CH:3]=1.[CH3:26][C:27](=[CH2:35])[C:28]([O:30][C:31]([CH3:34])([CH3:33])[CH3:32])=[O:29]>Cl[Pd](Cl)([P](C1C=CC=CC=1)(C1C=CC=CC=1)C1C=CC=CC=1)[P](C1C=CC=CC=1)(C1C=CC=CC=1)C1C=CC=CC=1>[OH:15][C:12]1[CH:13]=[CH:14][C:9]([C:8](=[C:16]2[CH2:21][C:20]([CH3:23])([CH3:22])[O:19][C:18]([CH3:24])([CH3:25])[CH2:17]2)[C:5]2[CH:6]=[CH:7][C:2](/[CH:26]=[C:27](\[CH3:35])/[C:28]([O:30][C:31]([CH3:34])([CH3:33])[CH3:32])=[O:29])=[CH:3][CH:4]=2)=[CH:10][CH:11]=1 |^1:38,57|. Reported procedure: The general Heck reaction procedure, described for 15 was followed. 4-[(4-bromophenyl)(2,2,6,6-tetramethyltetrahydro-4H-pyran-4-ylidene)methyl]phenol (211) (0.440 g, 1.096 mmol) was reacted with 1,1-dimethylethyl 2-methyl-2-propenoate in the presence of PdCl2(PPh3)2 to afford the title compound as a mixture of Z and E isomers. The pure E-isomer (212) was isolated by HPLC as a white solid. 1H NMR (300 MHz, CDCl3): δ 7.58 (s, 1H), 7.34 (d, J=8.1 Hz, 2H), 7.19 (d, J=8.1 Hz, 2H), 7.05 (d, J=8.4 Hz, ...